This data is from the Open Reaction Database (ORD), a public repository of structured organic reaction records. The task is: describe an organic reaction: reactants, conditions, products, and yield The reactants are S(=O)(=O)(C1=CC=C(C)C=C1)NN (tosylhydrazine), C(C)(=O)C=1CC(C(C(=O)OC)CC1)C(=O)OC (dimethyl 1,2,3,6-tetrahydro-4-acetyl-phthalate). The solvent is C(C)O (ethanol). The product is COC(=O)C1C(CC(CC1)=CC)C(=O)OC (1,2-Di-(methoxycarbonyl)-4-ethylidene-cyclohexane). Yield: 80.0%. Reaction SMILES: [C:1]([C:4]1[CH2:5][CH:6]([C:14]([O:16][CH3:17])=[O:15])[CH:7]([CH2:12][CH:13]=1)[C:8]([O:10][CH3:11])=[O:9])(=O)[CH3:2].S(NN)(C1C=CC(C)=CC=1)(=O)=O>C(O)C>[CH3:11][O:10][C:8]([CH:7]1[CH2:12][CH2:13][C:4](=[CH:1][CH3:2])[CH2:5][CH:6]1[C:14]([O:16][CH3:17])=[O:15])=[O:9]. Procedure details: 17 g of dimethyl 1,2,3,6-tetrahydro-4-acetyl-phthalate, prepared as described in Example 1, was refluxed in anhydrous ethanol with 14.6 g of tosylhydrazine. After removal of the solvent, 24 g of dimethyl 1,2,3,6-tetrahydro-4-(1-tosylhydrazono-ethyl)-phthalate (IV) crystallized from water: m.p. 162°-163° C. m/z 408 (M+.). This compound was dissolved in chloroform, and treated at 0° C. with 14 ml of catechol borane. Sodium acetate was added to the reaction mixture, which was then refluxed. After w... Starting materials: FC(C(=O)O)(F)F.FC(C(=O)O)(F)F.FC(C(=O)O)(F)F.ClC=1C=NC=2NC=3C=NC=C(CCC4=C(C=CC(NC1N2)=C4)NC(CC4CCNCC4)=O)C3 (N-[6-chloro-2,4,8,18,22-pentaazatetracyclo[14.3.1.1(3,7).1(9,13)]docosa-1(20),3(22),4,6,9(21),10,12,16,18-nonaen-12-yl]-2-piperidin-4-ylacetamide tris(trifluoroacetate)), C(#N)C1=CC=C(C=C1)S(=O)(=O)Cl (4-cyanobenzenesulfonyl chloride). Yields the product FC(C(=O)O)(F)F.FC(C(=O)O)(F)F.ClC=1C=NC=2NC=3C=NC=C(CCC4=C(C=CC(NC1N2)=C4)NC(CC4CCN(CC4)S(=O)(=O)C4=CC=C(C=C4)C#N)=O)C3 (N-[6-Chloro-2,4,8,18,22-pentaazatetracyclo[14.3.1.1(3,7).1(9,13)]docosa-1(20),3(22),4,6,9(21),10,12,16,18-nonaen-12-yl]-2-{1-[(4-cyanophenyl)sulfonyl]piperidin-4-yl}acetamide bis(trifluoroacetate)). The yield is 22.0%. RXN SMILES: [F:1][C:2]([F:7])([F:6])[C:3]([OH:5])=[O:4].[F:8][C:9]([F:14])([F:13])[C:10]([OH:12])=[O:11].FC(F)(F)C(O)=O.[Cl:22][C:23]1[CH:24]=[N:25][C:26]2[NH:27][C:28]3[CH:29]=[N:30][CH:31]=[C:32]([CH:54]=3)[CH2:33][CH2:34][C:35]3[CH:43]=[C:39]([NH:40][C:41]=1[N:42]=2)[CH:38]=[CH:37][C:36]=3[NH:44][C:45](=[O:53])[CH2:46][CH:47]1[CH2:52][CH2:51][NH:50][CH2:49][CH2:48]1.[C:55]([C:57]1[CH:62]=[CH:61][C:60]([S:63](Cl)(=[O:65])=[O:64])=[CH:59][CH:58]=1)#[N:56]>>[F:1][C:2]([F:7])([F:6])[C:3]([OH:5])=[O:4].[F:8][C:9]([F:14])([F:13])[C:10]([OH:12])=[O:11].[Cl:22][C:23]1[CH:24]=[N:25][C:26]2[NH:27][C:28]3[CH:29]=[N:30][CH:31]=[C:32]([CH:54]=3)[CH2:33][CH2:34][C:35]3[CH:43]=[C:39]([NH:40][C:41]=1[N:42]=2)[CH:38]=[CH:37][C:36]=3[NH:44][C:45](=[O:53])[CH2:46][CH:47]1[CH2:52][CH2:51][N:50]([S:63]([C:60]2[CH:59]=[CH:58][C:57]([C:55]#[N:56])=[CH:62][CH:61]=2)(=[O:65])=[O:64])[CH2:49][CH2:48]1 |f:0.1.2.3,5.6.7|. Procedure: The desired compound was prepared according to the procedure of Example A42 using N-[6-chloro-2,4,8,18,22-pentaazatetracyclo[14.3.1.1(3,7).1(9,13)]docosa-1(20),3(22),4,6,9(21),10,12,16,18-nonaen-12-yl]-2-piperidin-4-ylacetamide tris(trifluoroacetate) and 4-cyanobenzenesulfonyl chloride as starting materials in 22% yield. LCMS for C31H30ClN8O3S (M+H)+: m/z=629.2. Reactants: compound B, C([O-])(O)=O.[Na+] (sodium bicarbonate), C(C)(C)N(CC)C(C)C (diisopropyl ethyl amine), C(=O)(Cl)Cl (phosgene), alcohol, C(C)(C)N(CC)C(C)C (diisopropylethylamine). Reagents/catalysts: CN(C)C1=CC=NC=C1 (4-(N,N-dimethyl)aminopyridine), CN(C)C1=CC=NC=C1 (4-(N,N-dimethyl)aminopyridine). The solvent is ClCCl (dichloromethane), N1=CC=CC=C1 (pyridine), C(C)N(CC)CC (triethylamine), ClCCl (dichloromethane), ClCCl (dichloromethane), N1=CC=CC=C1 (pyridine), C(C)N(CC)CC (triethylamine). Run at time 3 hour. The product is acyl chloride, C(C)(C)N(CC)C(C)C (diisopropylethylamine), C(N)([O-])=O (carbamate). As a reaction SMILES: [CH:1]([N:4]([CH:7]([CH3:9])[CH3:8])[CH2:5][CH3:6])([CH3:3])[CH3:2].C(Cl)(Cl)=O.[C:14](=[O:17])(O)[O-:15].[Na+]>ClCCl.CN(C1C=CN=CC=1)C.N1C=CC=CC=1.C(N(CC)CC)C>[CH:1]([N:4]([CH:7]([CH3:9])[CH3:8])[CH2:5][CH3:6])([CH3:3])[CH3:2].[C:14](=[O:17])([O-:15])[NH2:4] |f:2.3|. Procedure details: An alcohol was dissolved in dichloromethane or tetrahydrofunan under argon atmosphere, followed by addition of an appropriate amount of a base (triethylamine, diisopropyl ethyl amine, pyridine or 4-(N,N-dimethyl)aminopyridine). To the reaction mixture, a solution of solid phosgene in dichloromethane or tetrahydrofunan was added dropwisely under ice bath, then the reaction was allowed to react for half an hour under ice bath and then for a few hours at room temperature to obtain a chlorofomate. A... Starting materials: [O-]P(=O)([O-])[O-].[K+].[K+].[K+] (K3PO4), C(CO)O (ethylene glycol), CNCC1=CC=CC=C1 (N-methylbenzylamine), IC1=CC=CC=C1 (iodobenzene). Reagents/catalysts: [Cu]I (copper(I) iodide). Solvent: C(CCC)O (1-butanol), CCCCCC.C(C)(=O)OCC (hexane ethyl acetate). Product: CN(C1=CC=CC=C1)CC1=CC=CC=C1 (N-methyl-N-phenylbenzylamine). The yield is 74.0%. RXN SMILES: [O-]P([O-])([O-])=O.[K+].[K+].[K+].[CH3:9][NH:10][CH2:11][C:12]1[CH:17]=[CH:16][CH:15]=[CH:14][CH:13]=1.I[C:19]1[CH:24]=[CH:23][CH:22]=[CH:21][CH:20]=1.C(O)CO>[Cu]I.CCCCCC.C(OCC)(=O)C.C(O)CCC>[CH3:9][N:10]([CH2:11][C:12]1[CH:17]=[CH:16][CH:15]=[CH:14][CH:13]=1)[C:19]1[CH:24]=[CH:23][CH:22]=[CH:21][CH:20]=1 |f:0.1.2.3,8.9|. Procedure: The general procedure under argon was followed using copper(I) iodide (19 mg, 0.10 mmol), K3PO4 (425 mg, 2.00 mmol), N-methylbenzylamine (155 μL, 1.20 mmol), iodobenzene (112 μL, 1.00 mmol), ethylene glycol (111 μL, 2.00 mmol) and 1-butanol (1.0 mL) at 90° C. Column chromatography using a solvent mixture (hexane/ethyl acetate=20/1, Rf=0.5) afforded N-methyl-N-phenylbenzylamine (146 mg, 74% isolated yield) as colorless liquid. The spectral data (1H NMR) matched with the literature references and ... Reactants: FC1=CC=C(OCC(CCCCC=O)OCOCCOC)C=C1 ((±)-7-(4-fluorophenoxy)-6-(2-methoxyethoxymethoxy)-heptan-1-al), FC(C(=O)O)(F)F (trifluoroacetic acid), [OH-].[Na+] (NaOH). The solvent is C(Cl)(Cl)Cl (chloroform). Conditions: time 24 hour. Product: FC1=CC=C(OCC(CCCCC=O)O)C=C1 ((±)-7-(4-fluorophenoxy)-6-(hydroxy)-heptan-al). Isolated yield 81.9%. RXN SMILES: [F:1][C:2]1[CH:23]=[CH:22][C:5]([O:6][CH2:7][CH:8]([O:15]COCCOC)[CH2:9][CH2:10][CH2:11][CH2:12][CH:13]=[O:14])=[CH:4][CH:3]=1.FC(F)(F)C(O)=O.[OH-].[Na+]>C(Cl)(Cl)Cl>[F:1][C:2]1[CH:3]=[CH:4][C:5]([O:6][CH2:7][CH:8]([OH:15])[CH2:9][CH2:10][CH2:11][CH2:12][CH:13]=[O:14])=[CH:22][CH:23]=1 |f:2.3|. Reported procedure: (±)-7-(4-fluorophenoxy)-6-(2-methoxyethoxymethoxy)heptan-1-al 45 (2 g, 6.1 mmol) and 2 ml of trifluoroacetic acid are added to 10 ml of chloroform. The reaction mixture is stirred for 24 hours and then is neutralized with 1% aqueous NaOH. The organic layer is washed with water, brine, dried (Na2SO4), concentrated. The crude trifluoroacetyl-aldehyde 46 is then dissolved in MeOH:H2O (1:1) and solid K2CO3 is added to maintain pH 8. The reaction is complete is approximately 15 minutes, as monitored ... Reactants: O=Cc1ccc(OCc2ccccc2)cc1OCc1ccccc1, CC(=O)O, CCCO[N+](=O)[O-], [NH4+], [NH4+], O=P([O-])([O-])O. Product: N#Cc1ccc(OCc2ccccc2)cc1OCc1ccccc1. RXN SMILES: [CH2:1]([c:2]1[cH:3][cH:4][cH:5][cH:6][cH:7]1)[O:8][c:9]1[c:10]([CH:11]=[O:12])[cH:13][cH:14][c:15]([O:17][CH2:18][c:19]2[cH:20][cH:21][cH:22][cH:23][cH:24]2)[cH:16]1.[CH3:39][C:40](=[O:41])[OH:42].[N+:32]([O-:33])([O:34][CH2:35][CH2:36][CH3:37])=[O:38].[NH4+:25].[NH4+:26].[OH:27][P:28](=[O:29])([O-:30])[O-:31]>>[CH2:1]([c:2]1[cH:3][cH:4][cH:5][cH:6][cH:7]1)[O:8][c:9]1[c:10]([C:11]#[N:32])[cH:13][cH:14][c:15]([O:17][CH2:18][c:19]2[cH:20][cH:21][cH:22][cH:23][cH:24]2)[cH:16]1. Reactants: CC=1C=CC(=CC1)C (p-xylene), [N+](=O)([O-])C1=CC=C(C(=O)Cl)C=C1 (4-nitrobenzoyl chloride), CC=1C=CC(=CC1)C (p-xylene), C(C=1C(O)=CC=CC1)(=O)N (salicylic acid amide). Run in CC(=O)N(C)C (dimethylacetamide). Run at temperature 80 celsius, time 6 hour. Yields the product [N+](=O)([O-])C1=CC=C(C=C1)C=1OC2=C(C(N1)=O)C=CC=C2 (2-(4-nitrophenyl)-4H-1,3-benzoxazin-4-one). The yield is 100.2%. RXN SMILES: [N+:1]([C:4]1[CH:12]=[CH:11][C:7]([C:8](Cl)=[O:9])=[CH:6][CH:5]=1)([O-:3])=[O:2].CC1C=CC(C)=CC=1.[C:21]([NH2:30])(=[O:29])[C:22]1[C:23](=[CH:25][CH:26]=[CH:27][CH:28]=1)O>CC(N(C)C)=O>[N+:1]([C:4]1[CH:12]=[CH:11][C:7]([C:8]2[O:9][C:28]3[CH:27]=[CH:26][CH:25]=[CH:23][C:22]=3[C:21](=[O:29])[N:30]=2)=[CH:6][CH:5]=1)([O-:3])=[O:2]. Procedure: 36.6 g of 4-nitrobenzoyl chloride are added to 48 g of p-xylene over 5 minutes and the suspension warmed to 80° C. To this suspension is then added, over 90 minutes, at 80° C., a solution of 13.2 g of salicylic acid amide in 7.2 g of dimethylacetamide, with stirring. The temperature is then raised to 135° C. over 1 hour and the mixture stirred at this temperature for a further 6 hours. After this time, the mixture is treated with 48 g of p-xylene, cooled to 80° C., the precipitated solids filter...